Dataset: the Open Reaction Database (ORD), a public repository of structured organic reaction records. Task: describe an organic reaction: reactants, conditions, products, and yield Reactants: BrCC(=O)C1=C(N=C(S1)NC)C(=O)OCC (ethyl 5-(2-bromoacetyl)-2-methylamino-4-thiazolecarboxylate), NC1=NC=CC=C1 (2-aminopyridine). Solvent: C(C)#N (acetonitrile). The product is C(C)OC(=O)C=1N=C(SC1C=1N=C2N(C=CC=C2)C1)NC (2-(4-ethoxycarbonyl-2-methylamino-5-thiazolyl)imidazo[1,2-a]pyridine). Isolated yield 61.0%. RXN SMILES: Br[CH2:2][C:3]([C:5]1[S:9][C:8]([NH:10][CH3:11])=[N:7][C:6]=1[C:12]([O:14][CH2:15][CH3:16])=[O:13])=O.[NH2:17][C:18]1[CH:23]=[CH:22][CH:21]=[CH:20][N:19]=1>C(#N)C>[CH2:15]([O:14][C:12]([C:6]1[N:7]=[C:8]([NH:10][CH3:11])[S:9][C:5]=1[C:3]1[N:17]=[C:18]2[CH:23]=[CH:22][CH:21]=[CH:20][N:19]2[CH:2]=1)=[O:13])[CH3:16]. Procedure details: A solution of ethyl 5-(2-bromoacetyl)-2-methylamino-4-thiazolecarboxylate (2.5 g) and 2-aminopyridine (2.3 g) in acetonitrile (100 ml) was refluxed for 1.5 hours. The reaction mixture was evaporated in vacuo. To the residue was added water and ethyl acetate and the resulting mixture was acidified to pH 0.8 with 10% hydrochloric acid. The separated aqueous layer was adjusted to pH 7.0 with 20% aqueous potassium carbonate and extracted with a mixture of ethyl acetate and tetrahydrofuran. The organ... Reactants: C(C)OC(=O)C=1NC=CC1 (ethyl-pyrrole-2-carboxylate), C(C)I (ethyl iodide), C(C)N1C(=CC=C1)C(=O)O (1-ethylpyrrole-2-carboxylic acid), C(C)OC(CC=1N=C(SC1)N)=O (2-aminothiazol-4-yl acetic acid ethyl ester). Yields the product C(C)N1C(=CC=C1)C(=O)O (1-Ethylpyrrole-2-carboxylic acid), C(C)OC(CC=1N=C(SC1)NC(=O)C=1N(C=CC1)CC)=O ((2-{[1-Ethylpyrrole-2-carbonyl]-amino}-thiazol-4-yl) acetic acid ethyl ester). RXN SMILES: C(OC(C1NC=CC=1)=O)C.C(I)C.[CH2:14]([N:16]1[CH:20]=[CH:19][CH:18]=[C:17]1[C:21]([OH:23])=[O:22])[CH3:15].[CH2:24]([O:26][C:27](=[O:35])[CH2:28][C:29]1[N:30]=[C:31]([NH2:34])[S:32][CH:33]=1)[CH3:25]>>[CH2:14]([N:16]1[CH:20]=[CH:19][CH:18]=[C:17]1[C:21]([OH:23])=[O:22])[CH3:15].[CH2:24]([O:26][C:27](=[O:35])[CH2:28][C:29]1[N:30]=[C:31]([NH:34][C:21]([C:17]2[N:16]([CH2:14][CH3:15])[CH:20]=[CH:19][CH:18]=2)=[O:23])[S:32][CH:33]=1)[CH3:25]. Procedure details: 1-Ethylpyrrole-2-carboxylic acid (90 mg) was prepared from ethyl-pyrrole-2-carboxylate (140 mg, 1.0 mmol) and ethyl iodide (0.12 mL, 1.5 mmol) following the general procedures A and B. (2-{[1-Ethylpyrrole-2-carbonyl]-amino}-thiazol-4-yl) acetic acid ethyl ester (46 mg) was prepared from 1-ethylpyrrole-2-carboxylic acid (90 mg, 0.53 mmol) and 2-aminothiazol-4-yl acetic acid ethyl ester (95 mg, 0.53 mmol) following the general procedure F. Reaction SMILES: [Br:2][c:3]1[cH:4][cH:5][c:6]2[cH:7][cH:8][nH:9][c:10]2[cH:11]1.[C:12]([Li:13])([CH3:14])([CH3:15])[CH3:16].[CH3:17][N:18]([CH:19]=[O:20])[CH3:21].[CH3:27][CH2:28][CH2:29][CH2:30][CH2:31][CH3:32].[KH:1].[P:22](=[O:23])([OH:24])([OH:25])[OH:26]>>[c:3]1([CH:19]=[O:20])[cH:4][cH:5][c:6]2[cH:7][cH:8][nH:9][c:10]2[cH:11]1. Starting materials: Brc1ccc2cc[nH]c2c1, [Li]C(C)(C)C, CN(C)C=O, CCCCCC, [KH], O=P(O)(O)O. The product is O=Cc1ccc2cc[nH]c2c1. Reactants: B, C1CCOC1, O=C(O)Cc1cc2c(cc1[N+](=O)[O-])CC1(C2)C(=O)Nc2ncccc21. The product is O=C1Nc2ncccc2C12Cc1cc(CCO)c([N+](=O)[O-])cc1C2. As a reaction SMILES: [BH3:26].[CH2:27]1[O:28][CH2:29][CH2:30][CH2:31]1.[N+:1](=[O:2])([O-:3])[c:4]1[c:5]([CH2:22][C:23](=[O:24])[OH:25])[cH:6][c:7]2[c:11]([cH:12]1)[CH2:10][C:9]1([CH2:8]2)[C:13](=[O:21])[NH:14][c:15]2[n:16][cH:17][cH:18][cH:19][c:20]21>>[N+:1](=[O:2])([O-:3])[c:4]1[c:5]([CH2:22][CH2:23][OH:24])[cH:6][c:7]2[c:11]([cH:12]1)[CH2:10][C:9]1([CH2:8]2)[C:13](=[O:21])[NH:14][c:15]2[n:16][cH:17][cH:18][cH:19][c:20]21. The reactants are C1(CCCC1)OC=1C=C(SC1)CC1=CC=C(C=C1)[N+](=O)[O-] (4-(4-cyclopentyloxythien-2-ylmethyl)-nitrobenzene), O.[Sn](Cl)Cl (tin dichloride hydrate), C(C)(=O)OCC (Ethyl acetate), C([O-])(O)=O.[Na+] (sodium bicarbonate). Run in C(C)O (ethanol). Reaction conditions: temperature 75 celsius. The product is C1(CCCC1)OC=1C=C(SC1)CC1=CC=C(C=C1)N (4-(4-cyclopentyloxythien-2-ylmethyl)-phenylamine). Isolated yield 40.9%. Reaction SMILES: [CH:1]1([O:6][C:7]2[CH:8]=[C:9]([CH2:12][C:13]3[CH:18]=[CH:17][C:16]([N+:19]([O-])=O)=[CH:15][CH:14]=3)[S:10][CH:11]=2)[CH2:5][CH2:4][CH2:3][CH2:2]1.O.[Sn](Cl)Cl.C(=O)(O)[O-].[Na+].C(OCC)(=O)C>C(O)C>[CH:1]1([O:6][C:7]2[CH:8]=[C:9]([CH2:12][C:13]3[CH:14]=[CH:15][C:16]([NH2:19])=[CH:17][CH:18]=3)[S:10][CH:11]=2)[CH2:2][CH2:3][CH2:4][CH2:5]1 |f:1.2,3.4|. Procedure: To a solution of 4-(4-cyclopentyloxythien-2-ylmethyl)-nitrobenzene (1.28 g, 4.2 mmol) in absolute ethanol (34 mL) was added tin dichloride hydrate (4.76 g, 21.2 mmol) at 20-25° C. under nitrogen. The mixture was heated at 75° C. for 2.5 hours and cooled to 0-5° C. Saturated sodium bicarbonate was added to pH 8. Ethyl acetate was added and the mixture was filtered. The layers were separated, and the aqueous phase was extracted with additional ethyl acetate. The combined organic phases were washed... Reactants: CC=1C=CC(=CC1)S(=O)(=O)N (p-toluenesulfonamide), N12CCCCCC2=NCCC1 (1,8-diazabicyclo[5.4.0]undec-7-ene), Cl (hydrochloric acid), C(=O)(N1C=NC=C1)N1C=NC=C1 (1,1'-carbonyldiimidazole), CN1C(N(C(C=C1C(F)(F)F)=O)C=1C=CC2=C(C(=NS2)C2=C(C=CC(=C2)OCC(=O)O)C)C1)=O ({{2-{5-[3,6-dihydro-3-methyl-2,6-dioxo-4-(trifluoromethyl)-1(2H)-pyrimidinyl]-1,2-benzisothiazol-3-yl}-p-tolyl}oxy}acetic acid). Run in O1CCCC1 (tetrahydrofuran), O1CCCC1 (tetrahydrofuran), O1CCCC1 (tetrahydrofuran). Conditions: time 8 hour. Product: CN1C(N(C(C=C1C(F)(F)F)=O)C=1C=CC2=C(C(=NS2)C2=C(C=CC(=C2)OCC(=O)NS(=O)(=O)C2=CC=C(C=C2)C)C)C1)=O (N-{{{2-{5-[3,6-Dihydro-3-methyl-2,6-dioxo-4-(trifluoromethyl)-1(2H)-pyrimidinyl]-1,2-benzisothiazol-3-yl}-p-tolyl}oxy}acetyl}-p-toluenesulfonamide). Yield: 50.9%. Reaction SMILES: C(N1C=CN=C1)(N1C=CN=C1)=O.[CH3:13][N:14]1[C:19]([C:20]([F:23])([F:22])[F:21])=[CH:18][C:17](=[O:24])[N:16]([C:25]2[CH:26]=[CH:27][C:28]3[S:32][N:31]=[C:30]([C:33]4[CH:38]=[C:37]([O:39][CH2:40][C:41]([OH:43])=O)[CH:36]=[CH:35][C:34]=4[CH3:44])[C:29]=3[CH:45]=2)[C:15]1=[O:46].[CH3:47][C:48]1[CH:49]=[CH:50][C:51]([S:54]([NH2:57])(=[O:56])=[O:55])=[CH:52][CH:53]=1.N12CCCN=C1CCCCC2.Cl>O1CCCC1>[CH3:13][N:14]1[C:19]([C:20]([F:21])([F:22])[F:23])=[CH:18][C:17](=[O:24])[N:16]([C:25]2[CH:26]=[CH:27][C:28]3[S:32][N:31]=[C:30]([C:33]4[CH:38]=[C:37]([O:39][CH2:40][C:41]([NH:57][S:54]([C:51]5[CH:52]=[CH:53][C:48]([CH3:47])=[CH:49][CH:50]=5)(=[O:55])=[O:56])=[O:43])[CH:36]=[CH:35][C:34]=4[CH3:44])[C:29]=3[CH:45]=2)[C:15]1=[O:46]. Procedure details: A mixture of 1,1'-carbonyldiimidazole (0.198 g, 1.22 mmol) and {{2-{5-[3,6-dihydro-3-methyl-2,6-dioxo-4-(trifluoromethyl)-1(2H)-pyrimidinyl]-1,2-benzisothiazol-3-yl}-p-tolyl}oxy}acetic acid (0.300 g, 0.610 mmol) in tetrahydrofuran is stirred overnight at room temperature, refluxed for 30 minutes, cooled to room temperature, treated sequentially with a solution of p-toluenesulfonamide (0.209 g, 1.22 mmol) in tetrahydrofuran and a solution of 1,8-diazabicyclo[5.4.0]undec-7-ene (0.204 g, 1.34 mmol)... The reactants are CCCCN1CCCC1=N, Cc1cccc(C)c1N=C=O, O=S(=O)(O)NC1CCCCC1. Product: CCCCN1CCCC1=NC(=O)Nc1c(C)cccc1C. As a reaction SMILES: [CH2:12]([CH2:13][CH2:14][CH3:15])[N:16]1[C:17](=[NH:21])[CH2:18][CH2:19][CH2:20]1.[CH3:22][c:23]1[c:24]([N:30]=[C:31]=[O:32])[c:25]([CH3:29])[cH:26][cH:27][cH:28]1.[OH:1][S:2]([NH:3][CH:4]1[CH2:5][CH2:6][CH2:7][CH2:8][CH2:9]1)(=[O:10])=[O:11]>>[CH2:12]([CH2:13][CH2:14][CH3:15])[N:16]1[C:17](=[N:21][C:31]([NH:30][c:24]2[c:23]([CH3:22])[cH:28][cH:27][cH:26][c:25]2[CH3:29])=[O:32])[CH2:18][CH2:19][CH2:20]1. Starting materials: Cl.COC([C@@H](N)CC1=CC=CC=C1)=O (L-phenylalanine methyl ester hydrochloride), [OH-].[NH4+] (ammonium hydroxide). The solvent is O (water). Reaction conditions: time 64 hour. Yields the product N[C@H](C(=O)N)CC1=CC=CC=C1 ((S)-2-amino-3-phenylpropanamide). The yield is 59.0%. Reaction SMILES: Cl.C[O:3][C:4](=O)[C@H:5]([CH2:7][C:8]1[CH:13]=[CH:12][CH:11]=[CH:10][CH:9]=1)[NH2:6].[OH-].[NH4+:16]>O>[NH2:6][C@@H:5]([CH2:7][C:8]1[CH:13]=[CH:12][CH:11]=[CH:10][CH:9]=1)[C:4]([NH2:16])=[O:3] |f:0.1,2.3|. Procedure: A mixture of L-phenylalanine methyl ester hydrochloride (6.50 g, 30.1 mmol) and ammonium hydroxide solution (28% in water, 15 mL) in water (60 mL) was stirred at ambient temperature for 64 h. The aqueous layer was extracted with dichloromethane (6×100 mL), and the combined organic layer was dried over sodium sulfate, filtered and concentrated in vacuo to afford (S)-2-amino-3-phenylpropanamide as a colorless solid in 59% yield (2.92 g): 1H NMR (300 MHz, DMSO-d6) 6 7.38-7.21 (m, 5H), 7.12 (br s, 1... Reactants: CC1=CC=C(C=C1)C=1C(=CC=CC1)C(=O)NC1=CC=C(C(=O)N(C2=C(C=CC=C2)CC=C)C)C=C1 (4-(4′-methylbiphenyl-2-carboxamido)-N-methyl-N-(2-allylphenyl)benzamide), [H][H] (hydrogen). The reagents and catalysts are [Pd] (palladium on carbon). Solvent: CO (methanol). Reaction conditions: time 3 hour. The product is CC1=CC=C(C=C1)C=1C(=CC=CC1)C(=O)NC1=CC=C(C(=O)N(C2=C(C=CC=C2)CCC)C)C=C1 (4-(4′-methylbiphenyl-2-carboxamido)-N-methyl-N-(2-propylphenyl)benzamide). Yield: 0.1%. RXN SMILES: [CH3:1][C:2]1[CH:7]=[CH:6][C:5]([C:8]2[C:9]([C:14]([NH:16][C:17]3[CH:35]=[CH:34][C:20]([C:21]([N:23]([CH3:33])[C:24]4[CH:29]=[CH:28][CH:27]=[CH:26][C:25]=4[CH2:30][CH:31]=[CH2:32])=[O:22])=[CH:19][CH:18]=3)=[O:15])=[CH:10][CH:11]=[CH:12][CH:13]=2)=[CH:4][CH:3]=1.[H][H]>[Pd].CO>[CH3:1][C:2]1[CH:3]=[CH:4][C:5]([C:8]2[C:9]([C:14]([NH:16][C:17]3[CH:18]=[CH:19][C:20]([C:21]([N:23]([CH3:33])[C:24]4[CH:29]=[CH:28][CH:27]=[CH:26][C:25]=4[CH2:30][CH2:31][CH3:32])=[O:22])=[CH:34][CH:35]=3)=[O:15])=[CH:10][CH:11]=[CH:12][CH:13]=2)=[CH:6][CH:7]=1. Procedure details: A solution of 4-(4′-methylbiphenyl-2-carboxamido)-N-methyl-N-(2-allylphenyl)benzamide (100 g) and 10% palladium on carbon (20 mg) in methanol (15 ml) was stirred under an atmospheric pressure of hydrogen at ambient temperature. After 3 hours, the reaction mixture was filtered through a bed of Celite, concentrated and then triturated from diethyl ether to give 4-(4′-methylbiphenyl-2-carboxamido)-N-methyl-N-(2-propylphenyl)benzamide (70 mg). Yields the product Oc1noc2ccccc12. Reactants: BrB(Br)Br, Br, CC(=O)O, Cl, c1cc[nH+]cc1, c1ccc2oncc2c1. Reaction SMILES: [Br:10][B:11]([Br:12])[Br:13].[BrH:14].[C:15]([OH:16])(=[O:17])[CH3:18].[ClH:19].[nH+:20]1[cH:21][cH:22][cH:23][cH:24][cH:25]1.[o:1]1[n:2][cH:3][c:4]2[c:5]1[cH:6][cH:7][cH:8][cH:9]2>>[o:1]1[n:2][c:3]([OH:17])[c:4]2[c:5]1[cH:6][cH:7][cH:8][cH:9]2.